From a dataset of the Open Reaction Database (ORD), a public repository of structured organic reaction records. describe an organic reaction: reactants, conditions, products, and yield The solvent is CO (methanol). As a reaction SMILES: C([O:4][C:5]1[C:14]([CH3:15])=[CH:13][C:8]([C:9]([O:11][CH3:12])=[O:10])=[CH:7][C:6]=1[CH2:16]Br)(=O)C.[C:18](=O)(O)[O-:19].[Na+]>CO>[CH3:18][O:19][CH2:16][C:6]1[CH:7]=[C:8]([CH:13]=[C:14]([CH3:15])[C:5]=1[OH:4])[C:9]([O:11][CH3:12])=[O:10] |f:1.2|. Conditions: time 1.5 hour. Starting materials: C(C)(=O)OC1=C(C=C(C(=O)OC)C=C1C)CBr (methyl 4-acetoxy-3-bromomethyl-5-methylbenzoate), C([O-])(O)=O.[Na+] (sodium bicarbonate). Product: COCC=1C=C(C(=O)OC)C=C(C1O)C (methyl 3-methoxymethyl-4-hydroxy-5-methylbenzoate). Procedure: A suspension of crude methyl 4-acetoxy-3-bromomethyl-5-methylbenzoate (4.63 g, 0.00154 mol) in methanol (100 mL) was mixed with sodium bicarbonate (6.48 g, 5 equivalents). The mixture was refluxed under a nitrogen atmosphere. After 1.5 hours, TLC analysis showed complete conversion. The reaction was cooled to room temperature and evaporated to dryness. The residue was partitioned between ethyl acetate (100 mL) and water (100 mL). The ethyl acetate layer was separated and washed with water. It wa... Reactants: [OH-].[Na+] (sodium hydroxide), ClC=1C=C(CN2N=C(C3=CC(=CC=C23)OC)O)C=CC1Cl (1-(3,4-dichlorobenzyl)-5-methoxy-1H-indazole-3-ol), O (water), Br (hydrobromic acid). Run in C(C)(=O)O (acetic acid). Product: ClC=1C=C(CN2N=C(C3=CC(=CC=C23)O)O)C=CC1Cl (1-(3,4-Dichlorobenzyl)-1H-indazole-3,5-diol). RXN SMILES: [Cl:1][C:2]1[CH:3]=[C:4]([CH:18]=[CH:19][C:20]=1[Cl:21])[CH2:5][N:6]1[C:14]2[C:9](=[CH:10][C:11]([O:15]C)=[CH:12][CH:13]=2)[C:8]([OH:17])=[N:7]1.Br.O.[OH-].[Na+]>C(O)(=O)C>[Cl:1][C:2]1[CH:3]=[C:4]([CH:18]=[CH:19][C:20]=1[Cl:21])[CH2:5][N:6]1[C:14]2[C:9](=[CH:10][C:11]([OH:15])=[CH:12][CH:13]=2)[C:8]([OH:17])=[N:7]1 |f:3.4|. Procedure details: 4.85 g 1-(3,4-dichlorobenzyl)-5-methoxy-1H-indazole-3-ol are heated in 30 ml acetic acid and 30 ml 50% hydrobromic acid for 4 hours under gentle reflux. After cooling, the mixture is stirred into 250 ml water, rendered alkaline with concentrated sodium hydroxide solution and extracted twice with 80 ml tert-butyl methyl ether. The aqueous phase is acidified with sulfuric acid and extracted by shaking three times with 200 ml tert-butyl methyl ether. The combined ether phases are dried over sodium ...